Task: describe an organic reaction: reactants, conditions, products, and yield. Dataset: the Open Reaction Database (ORD), a public repository of structured organic reaction records Reactants: P(Cl)(Cl)(Cl)(Cl)Cl (phosphorous pentachloride), CNC(=O)C1CCN(CC1)CC1=CC=CC=C1 (1-benzyl-piperidine-4-carboxylic acid methylamide), C[Si](C)(C)N=[N+]=[N-] (trimethylsilyl azide). Solvent: ClCCl (dichloromethane). Run at time 5 hour. Product: C(C1=CC=CC=C1)N1CCC(CC1)C1=NN=NN1C (1-benzyl-4-(1-methyl-1H-tetrazol-5-yl)-piperidine). As a reaction SMILES: [CH3:1][NH:2][C:3]([CH:5]1[CH2:10][CH2:9][N:8]([CH2:11][C:12]2[CH:17]=[CH:16][CH:15]=[CH:14][CH:13]=2)[CH2:7][CH2:6]1)=O.P(Cl)(Cl)(Cl)(Cl)Cl.C[Si]([N:28]=[N+:29]=[N-:30])(C)C>ClCCl>[CH2:11]([N:8]1[CH2:9][CH2:10][CH:5]([C:3]2[N:2]([CH3:1])[N:30]=[N:29][N:28]=2)[CH2:6][CH2:7]1)[C:12]1[CH:17]=[CH:16][CH:15]=[CH:14][CH:13]=1. Procedure details: A solution of 1-benzyl-piperidine-4-carboxylic acid methylamide (36) (853 mg, 3.67 mmol) in dichloromethane (10 ml) was cooled in an ice-bath and phosphorous pentachloride (841 mg, 4 mmol) was added dropwise. The mixture was stirred at rt for 5 h, cooled to −5° C. and trimethylsilyl azide (387 ul, 3.67 mmol) was added dropwise. The reaction mixture was stirred for 3 h at rt and was then quenched by addition of sat. aqueous NaHCO3 solution. The organic layer was washed with water and brine, dried... Reactants: C(CCCCCCC\C=C/CCCCCCCC)(=O)O (oleic acid), C(CCCCCCC\C=C/CCCCCCCC)(=O)O (oleic acid), C(CCCCCCCC(=O)O)(=O)O (azelaic acid), O=[O+][O-] (ozone), O=[O+][O-] (ozone). Product: C(CCCCCCCC(=O)O)(=O)O (azelaic acid), C(CCCCCCCC)(=O)O (pelargonic acid). RXN SMILES: [C:1]([OH:13])(=[O:12])[CH2:2][CH2:3][CH2:4][CH2:5][CH2:6][CH2:7][CH2:8][C:9]([OH:11])=[O:10].O=[O+][O-].[C:17]([OH:36])(=[O:35])[CH2:18][CH2:19][CH2:20][CH2:21][CH2:22][CH2:23][CH2:24]/[CH:25]=C\CCCCCCCC>>[C:1]([OH:13])(=[O:12])[CH2:2][CH2:3][CH2:4][CH2:5][CH2:6][CH2:7][CH2:8][C:9]([OH:11])=[O:10].[C:17]([OH:36])(=[O:35])[CH2:18][CH2:19][CH2:20][CH2:21][CH2:22][CH2:23][CH2:24][CH3:25]. Procedure: The azelaic acid component of the present invention may be obtained via any number of methods. One method involves the ozone oxidation of oleic acid. According to this method, oleic acid is oxidized using ozone to form azelaic acid and pelargonic acid. The preparation of azelaic acid is disclosed in U.S. Pat. No. 2,813,113, the entire contents of which are incorporated herein by reference. The azelaic acid produced is di-basic and has a melting point of about 102° C. Reactants: CCOc1cc(CN2CCC(NC(=O)c3cc(OC)cc(OCC#N)c3)CC2)cc(OCC)c1F, [BH3-]C#N, CCOc1cc(C=O)cc(OCC)c1-c1ccc(F)cc1, CCN(C(C)C)C(C)C, CCO, CC(=O)O, [Na+]. Yields the product CCOc1cc(CN2CCC(NC(=O)c3cc(OC)cc(OCC#N)c3)CC2)cc(OCC)c1-c1ccc(F)cc1. RXN SMILES: [C:1](#[N:2])[CH2:3][O:4][c:5]1[cH:6][c:7]([C:8](=[O:9])[NH:10][CH:11]2[CH2:12][CH2:13][N:14]([CH2:17][c:18]3[cH:19][c:20]([O:28][CH2:29][CH3:30])[c:21]([F:27])[c:22]([O:24][CH2:25][CH3:26])[cH:23]3)[CH2:15][CH2:16]2)[cH:31][c:32]([O:34][CH3:35])[cH:33]1.[C:57]([BH3-:58])#[N:59].[CH2:36]([O:37][c:38]1[cH:39][c:40]([CH:41]=[O:42])[cH:43][c:44]([O:45][CH2:46][CH3:47])[c:48]1-[c:50]1[cH:51][cH:52][c:53]([F:56])[cH:54][cH:55]1)[CH3:49].[CH2:61]([N:62]([CH:63]([CH3:64])[CH3:65])[CH:66]([CH3:67])[CH3:68])[CH3:69].[CH3:70][CH2:71][OH:72].[CH3:73][C:74](=[O:75])[OH:76].[Na+:60]>>[C:1](#[N:2])[CH2:3][O:4][c:5]1[cH:6][c:7]([C:8](=[O:9])[NH:10][CH:11]2[CH2:12][CH2:13][N:14]([CH2:17][c:18]3[cH:19][c:20]([O:28][CH2:29][CH3:30])[c:21](-[c:50]4[cH:51][cH:52][c:53]([F:56])[cH:54][cH:55]4)[c:22]([O:24][CH2:25][CH3:26])[cH:23]3)[CH2:15][CH2:16]2)[cH:31][c:32]([O:34][CH3:35])[cH:33]1. Starting materials: COC(=O)c1ccc(Br)o1, COCCOC, CCOC(C)=O, [Na+], [Na+], O=C([O-])[O-], OB(O)Oc1ccncc1. The product is COC(=O)c1ccc(-c2ccncc2)o1. Reaction SMILES: [Br:1][c:2]1[cH:3][cH:4][c:5]([C:7](=[O:8])[O:9][CH3:10])[o:6]1.[CH2:27]([CH2:28][O:29][CH3:30])[O:31][CH3:32].[CH3:33][CH2:34][O:35][C:36](=[O:37])[CH3:38].[Na+:21].[Na+:22].[O-:23][C:24](=[O:25])[O-:26].[n:11]1[cH:12][cH:13][c:14]([O:17][B:18]([OH:19])[OH:20])[cH:15][cH:16]1>>[c:2]1(-[c:14]2[cH:13][cH:12][n:11][cH:16][cH:15]2)[cH:3][cH:4][c:5]([C:7](=[O:8])[O:9][CH3:10])[o:6]1. Reactants: C(CCC)OCCCC (dibutyl ether), C1(=CC=CC=C1)[Li] (phenyl lithium), C(C)OCC (diethylether), CC1=NC=CN=C1 (2-methylpyrazine). The solvent is O (Water). Reaction conditions: time 3 hour. Product: CC1=NC=CN=C1C1=CC=CC=C1 (2-methyl-3-phenylpyrazine). Isolated yield 22.0%. As a reaction SMILES: C(OCCCC)CCC.[C:10]1([Li])[CH:15]=[CH:14][CH:13]=[CH:12][CH:11]=1.C(OCC)C.[CH3:22][C:23]1[CH:28]=[N:27][CH:26]=[CH:25][N:24]=1>O>[CH3:22][C:23]1[C:28]([C:10]2[CH:15]=[CH:14][CH:13]=[CH:12][CH:11]=2)=[N:27][CH:26]=[CH:25][N:24]=1. Procedure details: First, in a nitrogen atmosphere, 50 mL of a dibutyl ether solution containing phenyl lithium (produced by Wako Pure Chemical Industries, Ltd, 2.1 mol/L) and 250 mL of diethylether were mixed. Then, 8.98 g of 2-methylpyrazine (produced by Tokyo Chemical Industries Co., Ltd) was dropped into this solution while the solution was being cooled with ice, and stirred at a room temperature for three hours. Water was added into the reacted solution and an organic layer was extracted with diethylether. Th... Starting materials: O=C(c1ncc[nH]1)c1ncc[nH]1, O=C(O)COc1cccc(CCNC(=O)OCc2ccccc2)c1, Cl, Nc1nnn[nH]1, C1CCOC1. The product is O=C(COc1cccc(CCNC(=O)OCc2ccccc2)c1)Nc1nnn[nH]1. Reaction SMILES: [C:25]([c:26]1[nH:27][cH:28][cH:29][n:30]1)([c:31]1[nH:32][cH:33][cH:34][n:35]1)=[O:36].[CH2:1]([c:2]1[cH:3][cH:4][cH:5][cH:6][cH:7]1)[O:8][C:9](=[O:10])[NH:11][CH2:12][CH2:13][c:14]1[cH:15][c:16]([O:17][CH2:18][C:19](=[O:20])[OH:21])[cH:22][cH:23][cH:24]1.[ClH:43].[NH2:37][c:38]1[n:39][n:40][n:41][nH:42]1.[O:44]1[CH2:45][CH2:46][CH2:47][CH2:48]1>>[CH2:1]([c:2]1[cH:3][cH:4][cH:5][cH:6][cH:7]1)[O:8][C:9](=[O:10])[NH:11][CH2:12][CH2:13][c:14]1[cH:15][c:16]([O:17][CH2:18][C:19](=[O:20])[NH:37][c:38]2[nH:39][n:40][n:41][n:42]2)[cH:22][cH:23][cH:24]1. Starting materials: BrC1=C2C(=C(NC2=CC=C1)C(=O)OCC)C(=O)OCC (diethyl 4-bromoindole-2,3-dicarboxylate), O.NN (hydrazine hydrate). Solvent: C(C)O (ethanol). Yields the product BrC=1C=2C3=C(NC2C=CC1)C(N=NC3=O)=O (9-Bromopyridazino[4,5-b]indole-1,4-dione). Yield: 88.0%. Reaction SMILES: [Br:1][C:2]1[CH:10]=[CH:9][CH:8]=[C:7]2[C:3]=1[C:4]([C:16]([O:18]CC)=O)=[C:5]([C:11](OCC)=[O:12])[NH:6]2.O.[NH2:22][NH2:23]>C(O)C>[Br:1][C:2]1[C:3]2[C:4]3[C:16](=[O:18])[N:23]=[N:22][C:11](=[O:12])[C:5]=3[NH:6][C:7]=2[CH:8]=[CH:9][CH:10]=1 |f:1.2|. Reported procedure: To a stirred solution of diethyl 4-bromoindole-2,3-dicarboxylate (0.4 g, 1.2 mM) in ethanol (3 mL) was added hydrazine hydrate (2.0 mL, 40 mM). The mixture was heated to reflux for 2 hours, cooled to room temperature, and the resulting solid was filtered. This was then suspended in glacial acetic acid (3 mL), heated to reflux for several minutes, and cooled to room temperature. The solid was then filtered and dried. This afforded the titled compound as a white solid (0.3 g, 88%), mp >260° C. NMR... Starting materials: IC=1C=C(N)C=CC1C (3-iodo-4-methyl aniline), C(=O)([O-])[O-].[K+].[K+] (K2CO3), acid chloride, C(C(=O)Cl)(=O)Cl (oxalyl chloride), FC=1C=C(C(=O)O)C=CC1C (3-fluoro-4-methyl benzoic acid). Reagents/catalysts: N1=CC=CC=C1 (pyridine), CN(C)C=O (DMF). Solvent: C(Cl)Cl (CH2Cl2), C(Cl)Cl (CH2Cl2). Run at temperature 0 celsius, time 1 hour. The product is FC=1C=C(C(=O)NC2=CC(=C(C=C2)C)I)C=CC1C (3-Fluoro-N-(3-iodo-4-methylphenyl)-4-methylbenzamide). Reaction SMILES: [F:1][C:2]1[CH:3]=[C:4]([CH:8]=[CH:9][C:10]=1[CH3:11])[C:5]([OH:7])=O.C(Cl)(=O)C(Cl)=O.[I:18][C:19]1[CH:20]=[C:21]([CH:23]=[CH:24][C:25]=1[CH3:26])[NH2:22].C([O-])([O-])=O.[K+].[K+]>C(Cl)Cl.CN(C=O)C.N1C=CC=CC=1>[F:1][C:2]1[CH:3]=[C:4]([CH:8]=[CH:9][C:10]=1[CH3:11])[C:5]([NH:22][C:21]1[CH:23]=[CH:24][C:25]([CH3:26])=[C:19]([I:18])[CH:20]=1)=[O:7] |f:3.4.5|. Reported procedure: A stirred suspension of 3-fluoro-4-methyl benzoic acid (1.15 g, 7.44 mmol) in CH2Cl2 (50 mL) and DMF (2 drops) was cooled to 0° C. under argon and treated with oxalyl chloride (0.71 mL, 8.18 mmol) dropwise. The mixture was warmed to r.t. and stirred for 1 h. In a separate flask, 3-iodo-4-methyl aniline (2.60 g, 11.16 mmol), K2CO3 (1.54 g, 8.93 mmol) and pyridine (4 drops) were suspended in CH2Cl2 (10 mL). The mixture was cooled to 0° C. under argon and the acid chloride reaction mixture was slow... Reactants: C1(=CC=CC2=CC=CC=C12)OC(C(=O)NC1=CC=C(C(=O)OCC)C=C1)C (ethyl 4-[2-(1-naphthyloxy)propionamido]benzoate), B#B (diborane), Cl (HCl). Solvent: O1CCCC1 (tetrahydrofuran), O1CCCC1 (tetrahydrofuran). Conditions: time 5 day. Product: C1(=CC=CC2=CC=CC=C12)OC(CNC1=CC=C(C(=O)OCC)C=C1)C (Ethyl 4-[2-(α-naphthyloxy)propylamino]benzoate). RXN SMILES: [C:1]1([O:11][CH:12]([CH3:27])[C:13]([NH:15][C:16]2[CH:26]=[CH:25][C:19]([C:20]([O:22][CH2:23][CH3:24])=[O:21])=[CH:18][CH:17]=2)=O)[C:10]2[C:5](=[CH:6][CH:7]=[CH:8][CH:9]=2)[CH:4]=[CH:3][CH:2]=1.B#B.Cl>O1CCCC1>[C:1]1([O:11][CH:12]([CH3:27])[CH2:13][NH:15][C:16]2[CH:17]=[CH:18][C:19]([C:20]([O:22][CH2:23][CH3:24])=[O:21])=[CH:25][CH:26]=2)[C:10]2[C:5](=[CH:6][CH:7]=[CH:8][CH:9]=2)[CH:4]=[CH:3][CH:2]=1. Procedure: A solution of 8.29 g. ethyl 4-[2-(1-naphthyloxy)propionamido]benzoate in 75 ml. tetrahydrofuran is reacted with 34 ml. 1 M diborane in tetrahydrofuran. After stirring at room temperature for 5 days, the solution is poured into 750 ml. 5% HCl, stirred for about 1/2 hour until foaming stopped, and extracted three times with 250 ml. portions of methylene chloride. The combined extracts are washed with 200 ml. brine, dried and condensed to nearly colorless oil. Crystallization from acetonitrile yiel... Reactants: crude product, COC(C(=C)C)=O (methylmethacrylate), N(CCO)CCO (diethanolamine). The reagents and catalysts are C[O-].[Na+] (sodium methoxide). Run in O (water). Product: OCCN(C(C(=C)C)=O)CCO (N,N-bis(2-hydroxyethyl)methacrylamide), desired compound. As a reaction SMILES: CO[C:3](=[O:7])[C:4]([CH3:6])=[CH2:5].[NH:8]([CH2:12][CH2:13][OH:14])[CH2:9][CH2:10][OH:11]>C[O-].[Na+].O>[OH:11][CH2:10][CH2:9][N:8]([CH2:12][CH2:13][OH:14])[C:3](=[O:7])[C:4]([CH3:6])=[CH2:5] |f:2.3|. Procedure details: N,N-bis(2-hydroxyethyl)methacrylamide was prepared by the alcoholysis of methylmethacrylate with diethanolamine in the presence of sodium methoxide catalyst, following the general procedure of Gast, Schneider and Cowen (J. Am. Oil Chem. Soc. 43 418 (1966)). The crude product was stripped of volatile materials in vacuo, and then dissolved in water and treated with a strong acid ion-exchange resin, sold under the trade mark Dowex X 50, to remove unchanged diethanolamine and any basic by-products. ...